From a dataset of the Open Reaction Database (ORD), a public repository of structured organic reaction records. describe an organic reaction: reactants, conditions, products, and yield Starting materials: CC1(C)CCNC(=O)C1, Cc1ccccc1, Ic1ccc(C#Cc2ccccc2)nn1, O=C(C=Cc1ccccc1)C=Cc1ccccc1, O=C(C=Cc1ccccc1)C=Cc1ccccc1, O=C(C=Cc1ccccc1)C=Cc1ccccc1, [Pd], [Pd], CC1(C)c2cccc(P(c3ccccc3)c3ccccc3)c2Oc2c(P(c3ccccc3)c3ccccc3)cccc21. Yields the product CC1(C)CCN(c2ccc(C#Cc3ccccc3)nn2)C(=O)C1. As a reaction SMILES: [CH3:16][C:17]1([CH3:24])[CH2:18][C:19](=[O:23])[NH:20][CH2:21][CH2:22]1.[CH3:67][c:68]1[cH:69][cH:70][cH:71][cH:72][cH:73]1.[I:1][c:2]1[n:3][n:4][c:5]([C:8]#[C:9][c:10]2[cH:11][cH:12][cH:13][cH:14][cH:15]2)[cH:6][cH:7]1.[O:112]=[C:113]([CH:114]=[CH:115][c:116]1[cH:117][cH:118][cH:119][cH:120][cH:121]1)[CH:122]=[CH:123][c:124]1[cH:125][cH:126][cH:127][cH:128][cH:129]1.[O:76]=[C:77]([CH:78]=[CH:79][c:80]1[cH:81][cH:82][cH:83][cH:84][cH:85]1)[CH:86]=[CH:87][c:88]1[cH:89][cH:90][cH:91][cH:92][cH:93]1.[O:94]=[C:95]([CH:96]=[CH:97][c:98]1[cH:99][cH:100][cH:101][cH:102][cH:103]1)[CH:104]=[CH:105][c:106]1[cH:107][cH:108][cH:109][cH:110][cH:111]1.[Pd:74].[Pd:75].[c:25]1([P:26]([c:27]2[cH:28][cH:29][cH:30][cH:31][cH:32]2)[c:33]2[c:34]3[c:58]([cH:59][cH:60][cH:61]2)[C:55]([CH3:56])([CH3:57])[c:37]2[c:36]([c:41]([P:42]([c:43]4[cH:44][cH:45][cH:46][cH:47][cH:48]4)[c:49]4[cH:50][cH:51][cH:52][cH:53][cH:54]4)[cH:40][cH:39][cH:38]2)[O:35]3)[cH:62][cH:63][cH:64][cH:65][cH:66]1>>[c:2]1([N:20]2[C:19](=[O:23])[CH2:18][C:17]([CH3:16])([CH3:24])[CH2:22][CH2:21]2)[n:3][n:4][c:5]([C:8]#[C:9][c:10]2[cH:11][cH:12][cH:13][cH:14][cH:15]2)[cH:6][cH:7]1.